This data is from the Open Reaction Database (ORD), a public repository of structured organic reaction records. The task is: describe an organic reaction: reactants, conditions, products, and yield The reactants are Brc1cn[nH]c1, OCCOCc1ccccc1, [H-], [Na+], C1CCOC1. Product: BrCCOCc1ccccc1. RXN SMILES: [Br:1][c:2]1[cH:3][n:4][nH:5][cH:6]1.[CH2:9]([c:10]1[cH:11][cH:12][cH:13][cH:14][cH:15]1)[O:16][CH2:17][CH2:18][OH:19].[H-:7].[Na+:8].[O:20]1[CH2:21][CH2:22][CH2:23][CH2:24]1>>[Br:1][CH2:18][CH2:17][O:16][CH2:9][c:10]1[cH:11][cH:12][cH:13][cH:14][cH:15]1. Run in CO (methanol). Procedure details: The above mixture of ethyl glyoxylate and acetic acid (11.34 g, containing 70 mmol aldehyde) is dissolved in methanol (110 ml), N-methylhydroxylamine hydrochloride (5.8 g) and sodium acetate trihydrate (10.9 g) are added and the mixture is stirred at room temperature for 24 hours. It is then concentrated in vacuo, diluted with water and extracted with dichloromethane. The dichloromethane solution is then washed with a dilute sodium bicarbonate solution and water, dried over anhydrous magnesium s... RXN SMILES: [C:1]([O:5][CH2:6][CH3:7])(=O)C=O.[C:8]([OH:11])(=O)[CH3:9].Cl.C[NH:14][OH:15].O.O.O.C([O-])(=O)C.[Na+]>CO>[CH2:6]([O:5][CH:1]=[N+:14]([CH:9]=[C:8]=[O:11])[O-:15])[CH3:7] |f:2.3,4.5.6.7.8|. Yields the product C(C)OC=[N+]([O-])C=C=O (α-ethoxy-carbonyl-N-methyl nitrone). The reactants are C(C=O)(=O)OCC (ethyl glyoxylate), C(C)(=O)O (acetic acid), Cl.CNO (N-methylhydroxylamine hydrochloride), O.O.O.C(C)(=O)[O-].[Na+] (sodium acetate trihydrate). Conditions: time 24 hour. Reactants: C1CCOC1, CCN(C(C)C)C(C)C, CC(C)C(=O)Nc1cccc(C2CCN(CCC(O)c3ccccc3)CC2)c1, O=C(Cl)c1cccc2ccccc12. The product is CC(C)C(=O)Nc1cccc(C2CCN(CCC(OC(=O)c3cccc4ccccc34)c3ccccc3)CC2)c1. As a reaction SMILES: [CH2:51]1[O:52][CH2:53][CH2:54][CH2:55]1.[CH:42]([N:43]([CH:44]([CH3:45])[CH3:46])[CH2:47][CH3:48])([CH3:49])[CH3:50].[OH:1][CH:2]([CH2:3][CH2:4][N:5]1[CH2:6][CH2:7][CH:8]([c:11]2[cH:12][c:13]([NH:17][C:18]([CH:19]([CH3:20])[CH3:21])=[O:22])[cH:14][cH:15][cH:16]2)[CH2:9][CH2:10]1)[c:23]1[cH:24][cH:25][cH:26][cH:27][cH:28]1.[c:29]1([C:39](=[O:40])[Cl:41])[cH:30][cH:31][cH:32][c:33]2[cH:34][cH:35][cH:36][cH:37][c:38]12>>[O:1]([CH:2]([CH2:3][CH2:4][N:5]1[CH2:6][CH2:7][CH:8]([c:11]2[cH:12][c:13]([NH:17][C:18]([CH:19]([CH3:20])[CH3:21])=[O:22])[cH:14][cH:15][cH:16]2)[CH2:9][CH2:10]1)[c:23]1[cH:24][cH:25][cH:26][cH:27][cH:28]1)[C:39]([c:29]1[cH:30][cH:31][cH:32][c:33]2[cH:34][cH:35][cH:36][cH:37][c:38]12)=[O:40]. The product is CCOC(OCC)c1nccs1. As a reaction SMILES: [C:29](=[O:30])([OH:31])[O-:32].[CH2:8]([O:9][CH:11]([O:12][CH2:13][CH3:14])[O:15][CH2:16][CH3:17])[CH3:10].[CH3:34][CH2:35][OH:36].[Na+:33].[c:18]1([CH3:19])[cH:20][cH:21][c:22]([S:23]([OH:24])(=[O:25])=[O:26])[cH:27][cH:28]1.[s:1]1[c:2]([CH:6]=[O:7])[n:3][cH:4][cH:5]1>>[s:1]1[c:2]([CH:11]([O:12][CH2:13][CH3:14])[O:15][CH2:16][CH3:17])[n:3][cH:4][cH:5]1. Starting materials: O=C([O-])O, CCOC(OCC)OCC, CCO, [Na+], Cc1ccc(S(=O)(=O)O)cc1, O=Cc1nccs1. Starting materials: ClC1=CC=CC2=C1N=C(S2)OC (4-chloro-2-methoxybenzothiazole), S(=O)(=O)(OC)OC (dimethyl sulfate), C(Cl)(Cl)Cl (chloroform). Run at temperature 150 celsius. The product is ClC1=CC=CC2=C1N(CS2=O)C (4-chloro-N-methylbenzothiazolone). The yield is 99.7%. Reaction SMILES: [Cl:1][C:2]1[C:7]2[N:8]=[C:9](OC)S[C:6]=2[CH:5]=[CH:4][CH:3]=1.[S:13]([O:18]C)(OC)(=O)=O.[CH:20](Cl)(Cl)Cl>>[Cl:1][C:2]1[C:7]2[N:8]([CH3:9])[CH2:20][S:13](=[O:18])[C:6]=2[CH:5]=[CH:4][CH:3]=1. Reported procedure: A mixture of 4-chloro-2-methoxybenzothiazole (3.00 g, 0.015 mole) and dimethyl sulfate (95 mg, 7.5×10-4 mole) was heated at 150° C. for 3 hours with stirring. After cooling, the reaction mass was dissolved in chloroform, and the chloroform layer was washed with an aqueous solution saturated with sodium carbonate and then with water. The solvent was removed under reduced pressure to obtain 2.99 g of 4-chloro-N-methylbenzothiazolone as white crystals. Yield 99.7%, purity 99.0%, m.p. 130°-132° C.